Dataset: the Open Reaction Database (ORD), a public repository of structured organic reaction records. Task: describe an organic reaction: reactants, conditions, products, and yield Starting materials: [H-].C(C(C)C)[Al+]CC(C)C (diisobutylaluminum hydride), CC(=O)O (HOAc), FC(C)(F)C=1C=C(C#N)C=CC1 (3-(1,1-difluoro-ethyl)-benzonitrile), C(=O)=O (dry-ice). The solvent is C1(=CC=CC=C1)C (toluene), O (water). Run at temperature -78 celsius. Product: FC(C)(F)C=1C=C(C=O)C=CC1 (3-(1,1-difluoro-ethyl)-benzaldehyde). Reaction SMILES: [F:1][C:2]([C:5]1[CH:6]=[C:7]([CH:10]=[CH:11][CH:12]=1)[C:8]#N)([F:4])[CH3:3].[H-].C([Al+]CC(C)C)C(C)C.C(=O)=[O:24].CC(O)=O>C1(C)C=CC=CC=1.O>[F:1][C:2]([C:5]1[CH:6]=[C:7]([CH:10]=[CH:11][CH:12]=1)[CH:8]=[O:24])([F:4])[CH3:3] |f:1.2|. Reported procedure: Dissolve 3-(1,1-difluoro-ethyl)-benzonitrile (4.39 g, 26.26 mmol) in toluene (44 mL). Place the reaction under nitrogen, cool to −78° C. in a dry-ice bath, then add diisobutylaluminum hydride (52.5 mmol, 1 M solution in toluene) dropwise over 30 minutes with stirring. Stir the reaction in the dry-ice bath for 30 minutes, then add glacial HOAc (14 mL) dropwise to control foaming, followed by water (100 mL). Stir the reaction mixture overnight at room temperature. Separate the layers; extract the ... Reactants: O=C([O-])[O-], CCCC[N+](CC)(CC)CC, C[Si](C)(C)C=[N+]=[N-], CC#N, [Cl-], C=C(Cl)C(=O)OC, [K+], [K+], COC(=O)c1ccc2c(C3CCCCC3)c(-c3ccccc3N)[nH]c2c1. Yields the product COC(=O)c1ccc2c(C3CCCCC3)c3n(c2c1)CC(C(=O)OC)Nc1ccccc1-3. As a reaction SMILES: [C:20](=[O:21])([O-:22])[O-:23].[CH2:9]([N+:10]([CH2:11][CH3:12])([CH2:13][CH3:14])[CH2:15][CH2:16][CH2:17][CH3:18])[CH3:19].[CH3:52][Si:53]([CH:54]=[N+:55]=[N-:56])([CH3:57])[CH3:58].[CH3:59][C:60]#[N:61].[Cl-:8].[Cl:1][C:2]([C:3](=[O:4])[O:5][CH3:6])=[CH2:7].[K+:24].[K+:25].[NH2:26][c:27]1[c:28](-[c:33]2[nH:34][c:35]3[cH:36][c:37]([C:48](=[O:49])[O:50][CH3:51])[cH:38][cH:39][c:40]3[c:41]2[CH:42]2[CH2:43][CH2:44][CH2:45][CH2:46][CH2:47]2)[cH:29][cH:30][cH:31][cH:32]1>>[CH:2]1([C:3](=[O:4])[O:5][CH3:6])[CH2:7][n:34]2[c:33]([c:41]([CH:42]3[CH2:43][CH2:44][CH2:45][CH2:46][CH2:47]3)[c:40]3[c:35]2[cH:36][c:37]([C:48](=[O:49])[O:50][CH3:51])[cH:38][cH:39]3)-[c:28]2[c:27]([cH:32][cH:31][cH:30][cH:29]2)[NH:26]1. Starting materials: COC(CCC\C=C/C[C@@H]1[C@H]([C@@H](CC1=O)CC)\C=C\C(CCC1=C(C2=C(S1)C=CC=C2)Cl)O[Si](C)(C)C(C)(C)C)=O ((Z)-7-{(1R,2R,3R)-2-[(E)-3-(tert-Butyl-dimethyl-silanyloxy)-5-(3-chloro-benzo[b]thiophen-2-yl)-pent-1-enyl]-3-ethyl-5-oxo-cyclopentyl}-hept-5-enoic acid methyl ester), C1=CC=NC=C1.F (HF-pyridine), COC(CCC\C=C/C[C@@H]1[C@H]([C@@H](CC1=O)CC)\C=C\C(CCC1=C(C2=C(S1)C=CC=C2)Cl)O)=O ((Z)-7-{(1R,2R,3R)-2-[(E)-5-(3-Chloro-benzo[b]thiophen-2-yl)-3-hydroxy-pent-1-enyl]-3-ethyl-5-oxo-cyclopentyl}-hept-5-enoic acid methyl ester), C(=O)(O)[O-].[Na+] (NaHCO3). Solvent: C(C)#N (acetonitrile). Run at time 4 hour. Product: COC(CCC\C=C/C[C@@H]1[C@H](CCC1=O)\C=C\C(CCC1=C(C2=C(S1)C=CC=C2)Cl)O[Si](C)(C)C(C)(C)C)=O ((Z)-7-{(1R,2R)-2-[(E)-3-(tert-Butyl-dimethyl-silanyloxy)-5-(3-chloro-benzo[b]thiophen-2-yl)-pent-1-enyl]-5-oxo-cyclopentyl}-hept-5-enoic acid methyl ester). Isolated yield 70.0%. As a reaction SMILES: COC(=O)CCC/C=C\C[C@H]1C(=O)C[C@@H](CC)[C@@H]1/C=C/C(O)CCC1SC2C=CC=CC=2C=1Cl.[CH3:35][O:36][C:37](=[O:75])[CH2:38][CH2:39][CH2:40]/[CH:41]=[CH:42]\[CH2:43][C@H:44]1[C:48](=[O:49])[CH2:47][C@@H:46](CC)[C@@H:45]1/[CH:52]=[CH:53]/[CH:54]([O:67][Si:68]([C:71]([CH3:74])([CH3:73])[CH3:72])([CH3:70])[CH3:69])[CH2:55][CH2:56][C:57]1[S:61][C:60]2[CH:62]=[CH:63][CH:64]=[CH:65][C:59]=2[C:58]=1[Cl:66].C1C=CN=CC=1.F.C([O-])(O)=O.[Na+]>C(#N)C>[CH3:35][O:36][C:37](=[O:75])[CH2:38][CH2:39][CH2:40]/[CH:41]=[CH:42]\[CH2:43][C@H:44]1[C:48](=[O:49])[CH2:47][CH2:46][C@@H:45]1/[CH:52]=[CH:53]/[CH:54]([O:67][Si:68]([C:71]([CH3:73])([CH3:72])[CH3:74])([CH3:69])[CH3:70])[CH2:55][CH2:56][C:57]1[S:61][C:60]2[CH:62]=[CH:63][CH:64]=[CH:65][C:59]=2[C:58]=1[Cl:66] |f:2.3,4.5|. Reported procedure: A solution of enone 13 (145 mg, 0.25 mmol) in toluene (4 mL) was added to a −45° C. mixture of [Ph3PCuH]6 in toluene (4 mL), rinsing with 0.5 mL toluene. The mixture was allowed to stir for 1 h and then was allowed to warm to room temperature. After 19 h at room temperature, the reaction was quenched by addition of 15 mL saturated NH4Cl solution. The resulting mixture was extracted with ethyl acetate (3×15 mL) and the combined ethyl acetate solution was dried (Na2SO4), filtered and evaporated. P... Reactants: CN1CCNCC1, CC1=C(C=C(C=C1)C2=NC=CN2)NC(=O)C3=CC=C(C=C3)OCC4=C(C=CC=N4)Br. The reagents and catalysts are C(=O)([O-])[O-].[Cs+].[Cs+], C1=CC=C(C=C1)P(C2=CC=CC=C2)C3=C(C4=CC=CC=C4C=C3)C5=C(C=CC6=CC=CC=C65)P(C7=CC=CC=C7)C8=CC=CC=C8, C1=CC=C(C=C1)/C=C/C(=O)/C=C/C2=CC=CC=C2.C1=CC=C(C=C1)/C=C/C(=O)/C=C/C2=CC=CC=C2.C1=CC=C(C=C1)/C=C/C(=O)/C=C/C2=CC=CC=C2.[Pd].[Pd]. Solvent: CC(=O)N(C)C. Reaction conditions: temperature 100 celsius. Product: CC1=C(C=C(C=C1)C2=NC=CN2)NC(=O)C3=CC=C(C=C3)OCC4=C(C=CC=N4)N5CCN(CC5)C. Yield: 0.0%. Reported procedure: A mixture of N-(5-(1H-imidazol-2-yl)-2-methylphenyl)-4-((3-bromopyridin-2-yl)methoxy)benzamide (50 mg, 0.11 mmol), 1-methylpiperazine (32.4 mg, 0.32 mmol), Pd2(dba)3 (19.76 mg, 0.02 mmol) and BINAP (26.9 mg, 0.04 mmol), CS2CO3 (70.3 mg, 0.22 mmol) in DMA (5 mL) was stirred at 100 °C for overnight. LCMS didn't mornitor the desired product.